From a dataset of the Open Reaction Database (ORD), a public repository of structured organic reaction records. describe an organic reaction: reactants, conditions, products, and yield Reactants: P(=O)(Cl)(Cl)Cl (Phosphorus oxychloride), C1(CCCCC1)N(C(=O)NC(C)C)C(C)C (cyclohexyl-diisopropylurea), C1(=CC=CC=C1)C (toluene), [OH-].[Na+] (Sodium hydroxide), C(C)(C)NC(C)C (Diisopropylamine). Run in O (water). Conditions: temperature 50 celsius, time 3.5 hour. The product is C1(CCCCC1)N=C(N(C(C)C)C(C)C)N(C(C)C)C(C)C (Cyclohexyl-tetraisopropylguanidine). RXN SMILES: P(Cl)(Cl)(Cl)=O.[CH:6]1([N:12](C(C)C)[C:13]([NH:15][CH:16]([CH3:18])[CH3:17])=O)[CH2:11][CH2:10][CH2:9][CH2:8][CH2:7]1.[CH:22]([NH:25][CH:26]([CH3:28])[CH3:27])([CH3:24])[CH3:23].[OH-].[Na+].[C:31]1(C)[CH:36]=CC=C[CH:32]=1>O>[CH:6]1([N:12]=[C:13]([N:15]([CH:16]([CH3:17])[CH3:18])[CH:31]([CH3:36])[CH3:32])[N:25]([CH:26]([CH3:28])[CH3:27])[CH:22]([CH3:24])[CH3:23])[CH2:7][CH2:8][CH2:9][CH2:10][CH2:11]1 |f:3.4|. Reported procedure: Phosphorus oxychloride (96 ml, 1.03 mol) is added dropwise over 30 min period to a toluene (800 ml) solution of cyclohexyl-diisopropylurea (226 g, 1.0 mol). The reaction is stirred 3.5 hours at 50° C., then stirred overnight at room temperature. Diisopropylamine (310 ml, 2.18 mol) is added to the reaction mixture dropwise for over a 2 hour period, then stirred 2 hours at room temperature. The reaction mixture is poured into water (2000 ml). The water layer is extracted with toluene (3×150 ml) an... The reactants are [N+](=O)([O-])C1=CC=C(C=C1)C1=NNC(CC2=C1C=C1C(=C2)OCO1)C (5-(4-nitrophenyl)-8-methyl-9H-7H-1,3-dioxolo[4,5-h][2,3]-benzodiazepine), C(C)(=O)OC(C)=O (acetic anhydride). Product: C(C)(=O)N1N=C(C2=C(C=C1C)C=C1C(=C2)OCO1)C1=CC=C(C=C1)[N+](=O)[O-] (7-acetyl-5-(4-nitrophenyl)-8-methyl-7H-1,3-dioxolo[4,5-h][2,3]-benzodiazepine). Yield: 70.0%. As a reaction SMILES: [N+:1]([C:4]1[CH:9]=[CH:8][C:7]([C:10]2[C:16]3[CH:17]=[C:18]4[O:23][CH2:22][O:21][C:19]4=[CH:20][C:15]=3[CH2:14][CH:13]([CH3:24])[NH:12][N:11]=2)=[CH:6][CH:5]=1)([O-:3])=[O:2].[C:25](OC(=O)C)(=[O:27])[CH3:26]>>[C:25]([N:12]1[C:13]([CH3:24])=[CH:14][C:15]2[CH:20]=[C:19]3[O:21][CH2:22][O:23][C:18]3=[CH:17][C:16]=2[C:10]([C:7]2[CH:6]=[CH:5][C:4]([N+:1]([O-:3])=[O:2])=[CH:9][CH:8]=2)=[N:11]1)(=[O:27])[CH3:26]. Reported procedure: A suspension of 1.0 g (3.1 mmol) of 5-(4-nitrophenyl)-8-methyl-9H-7H-1,3-dioxolo[4,5-h][2,3]-benzodiazepine is heated in 10 ml of acetic anhydride for 7 hours to 130°-140° C. The solution is poured on ice, and the precipitate is suctioned off. 0.99 g (87% of theory) of a yellow powder is obtained. After combining the corresponding fractions and concentration by evaporation, flash chromatography of this crude product on silica gel 60 with benzene/ethyl acetate (4:1) as a mobile solvent yields 0.7... The reactants are CC(=O)O, Cl, CCOC(=O)c1cn(-c2nc(N)c(Cl)cc2F)c2c(Cl)c(F)c(F)cc2c1=O. Product: Nc1nc(-n2cc(C(=O)O)c(=O)c3cc(F)c(F)c(Cl)c32)c(F)cc1Cl. As a reaction SMILES: [CH3:30][C:31](=[O:32])[OH:33].[ClH:1].[NH2:2][c:3]1[c:4]([Cl:29])[cH:5][c:6]([F:28])[c:7](-[n:9]2[cH:10][c:11]([C:23](=[O:24])[O:25][CH2:26][CH3:27])[c:12](=[O:22])[c:13]3[cH:14][c:15]([F:21])[c:16]([F:20])[c:17]([Cl:19])[c:18]23)[n:8]1>>[NH2:2][c:3]1[c:4]([Cl:29])[cH:5][c:6]([F:28])[c:7](-[n:9]2[cH:10][c:11]([C:23](=[O:24])[OH:25])[c:12](=[O:22])[c:13]3[cH:14][c:15]([F:21])[c:16]([F:20])[c:17]([Cl:19])[c:18]23)[n:8]1. Reactants: O=C(n1ccnc1)n1ccnc1, CC(C)N1CCNCC1, ClCCl, Nc1cnn2ccc(N3CCCC3c3cc(F)ccc3F)nc12. Product: CC(C)N1CCN(C(=O)Nc2cnn3ccc(N4CCCC4c4cc(F)ccc4F)nc23)CC1. As a reaction SMILES: [C:24](=[O:25])([n:26]1[cH:27][cH:28][n:29][cH:30]1)[n:31]1[cH:32][cH:33][n:34][cH:35]1.[CH:36]([CH3:37])([CH3:38])[N:39]1[CH2:40][CH2:41][NH:42][CH2:43][CH2:44]1.[Cl:45][CH2:46][Cl:47].[F:1][c:2]1[c:3]([CH:9]2[N:10]([c:14]3[n:15][c:16]4[n:17]([cH:18][cH:19]3)[n:20][cH:21][c:22]4[NH2:23])[CH2:11][CH2:12][CH2:13]2)[cH:4][c:5]([F:8])[cH:6][cH:7]1>>[F:1][c:2]1[c:3]([CH:9]2[N:10]([c:14]3[n:15][c:16]4[n:17]([cH:18][cH:19]3)[n:20][cH:21][c:22]4[NH:23][C:24](=[O:25])[N:42]3[CH2:41][CH2:40][N:39]([CH:36]([CH3:37])[CH3:38])[CH2:44][CH2:43]3)[CH2:11][CH2:12][CH2:13]2)[cH:4][c:5]([F:8])[cH:6][cH:7]1.